Dataset: the Open Reaction Database (ORD), a public repository of structured organic reaction records. Task: describe an organic reaction: reactants, conditions, products, and yield Starting materials: C(CCC)[Li] (n-butyllithium), FC1=C(C=CC(=C1)C)CC1=C(C=CC=C1)C1(CCN(CC1)CCC1=CC=CC=C1)O (4-[α-(2-fluoro-4-methylphenyl)-2-tolyl]-1-phenethyl-4-piperidinol), C(CC)(=O)Cl (propionyl chloride). Run in O (water), O1CCCC1 (tetrahydrofuran). Conditions: time 15 minute. Product: Cl.FC1=C(C=CC(=C1)C)CC1=C(C=CC=C1)C1(CCN(CC1)CCC1=CC=CC=C1)OC(CC)=O (4-[α-(2-fluoro-4-methylphenyl)-2-tolyl]-4-propionyloxy-1-phenethylpiperidine hydrochloride). As a reaction SMILES: [F:1][C:2]1[CH:7]=[C:6]([CH3:8])[CH:5]=[CH:4][C:3]=1[CH2:9][C:10]1[CH:15]=[CH:14][CH:13]=[CH:12][C:11]=1[C:16]1([OH:30])[CH2:21][CH2:20][N:19]([CH2:22][CH2:23][C:24]2[CH:29]=[CH:28][CH:27]=[CH:26][CH:25]=2)[CH2:18][CH2:17]1.C([Li])CCC.[C:36]([Cl:40])(=[O:39])[CH2:37][CH3:38]>O1CCCC1.O>[ClH:40].[F:1][C:2]1[CH:7]=[C:6]([CH3:8])[CH:5]=[CH:4][C:3]=1[CH2:9][C:10]1[CH:15]=[CH:14][CH:13]=[CH:12][C:11]=1[C:16]1([O:30][C:36](=[O:39])[CH2:37][CH3:38])[CH2:21][CH2:20][N:19]([CH2:22][CH2:23][C:24]2[CH:25]=[CH:26][CH:27]=[CH:28][CH:29]=2)[CH2:18][CH2:17]1 |f:5.6|. Procedure details: A solution of 1.4 g of 4-[α-(2-fluoro-4-methylphenyl)-2-tolyl]-1-phenethyl-4-piperidinol, Example 11, in 30 ml of tetrahydrofuran is cooled to -60° C. To this cooled solution is added 1.5 ml of n-butyllithium and the resulting solution stirred for 15 minutes. To this solution is added dropwise 0.3 ml of propionyl chloride at this low temperature and after total addition the solution is permitted to reach ambient temperature. The solution is stirred at ambient temperature for 24 hours. The soluti... Yields the product C(CCCCC)NC1=CC=C(C=C1)OC (N-n-hexyl-4-methoxyaniline). The reactants are ClC1=CC=C(C=C1)OC (4-chloroanisole), CC(C)([O-])C.[Na+] (sodium tert-butoxide), C(CCCCC)N (n-hexylamine), Ph5FcP(t-Bu)2. Run in C1(=CC=CC=C1)C (toluene). The reagents and catalysts are CC(=O)[O-].CC(=O)[O-].[Pd+2] (Pd(OAc)2). As a reaction SMILES: Cl[C:2]1[CH:7]=[CH:6][C:5]([O:8][CH3:9])=[CH:4][CH:3]=1.[CH2:10]([NH2:16])[CH2:11][CH2:12][CH2:13][CH2:14][CH3:15].CC(C)([O-])C.[Na+]>C1(C)C=CC=CC=1.CC([O-])=O.CC([O-])=O.[Pd+2]>[CH2:10]([NH:16][C:2]1[CH:7]=[CH:6][C:5]([O:8][CH3:9])=[CH:4][CH:3]=1)[CH2:11][CH2:12][CH2:13][CH2:14][CH3:15] |f:2.3,5.6.7|. Reported procedure: According to the general procedure B, 4-chloroanisole (72 mg, 0.50 mmol) reacted with n-hexylamine (80 μl, 0.60 mmol) using 2 mol % of Pd(OAc)2, 4 mol % of Ph5FcP(t-Bu)2, and sodium tert-butoxide (59 mg, 0.60 mmol) in toluene at 70° C. for 8 h to give the title compound (96 mg, 92%as a colorless oil: 1H-NMR (400 MHz, CDCl3): δ 6.79 (d, 2H, J=8.0 Hz), 6.60 (d, 2H, J=8.0 Hz), 3.76 (s, 3H, ArOMe), 3.07 (t, 2H, J=6.8 Hz), 1.61 (m, 2H), 1.39 (m, 2H), 1.33 (m, 2H), 0.91 (t, 3H, J=6.4 and 6.8 Hz). 13C{... Starting materials: OC1=C(C=C(C#N)C=C1)OC (4-hydroxy-3-methoxy-benzonitrile), BrCCCCCC (bromohexane), [H-].[Na+] (sodium hydride). Run in CN(C)C=O (DMF), CN(C)C=O (DMF), CN(C)C=O (DMF), CN(C)C=O (DMF). Reaction conditions: time 30 minute. Yields the product C(CCCCC)OC1=C(C=C(C#N)C=C1)OC (4-Hexyloxy-3-methoxybenzonitrile). Isolated yield 35.1%. Reaction SMILES: [H-].[Na+].[OH:3][C:4]1[CH:11]=[CH:10][C:7]([C:8]#[N:9])=[CH:6][C:5]=1[O:12][CH3:13].Br[CH2:15][CH2:16][CH2:17][CH2:18][CH2:19][CH3:20]>CN(C=O)C>[CH2:15]([O:3][C:4]1[CH:11]=[CH:10][C:7]([C:8]#[N:9])=[CH:6][C:5]=1[O:12][CH3:13])[CH2:16][CH2:17][CH2:18][CH2:19][CH3:20] |f:0.1|. Procedure details: To a suspension of sodium hydride, 60% dispersion in oil,(4.8 g; 0.11 mol) in 40 mL of DMF, a solution of 4-hydroxy-3-methoxy-benzonitrile (14.9 g; 0.1 mol) in DMF (40 mL) was added dropwise over 10 minutes. After addition, the reaction mixture was stirred at ambient temperature for 30 minutes, then bromohexane (16.5 g; 0.1 mol) in DMF (20 mL) was added. The reaction mixture was stirred at ambient temperature for 18 hours. The DMF containing reaction mixture was concentrated to a residue, and H2... The reactants are CC(=O)C[PH](=O)[O-], CCO, NNC(N)=S, [Na+]. Yields the product CC(C[PH](=O)[O-])=NNC(N)=S, [Na+]. As a reaction SMILES: [C:1]([CH3:2])(=[O:3])[CH2:4][PH:5]([O-:6])=[O:7].[CH3:14][CH2:15][OH:16].[NH2:9][NH:10][C:11](=[S:12])[NH2:13].[Na+:8]>>[C:1]([CH3:2])([CH2:4][PH:5]([O-:6])=[O:7])=[N:9][NH:10][C:11](=[S:12])[NH2:13].[Na+:8]. The reactants are CCCCn1nc(C#N)c(Br)c1CC, CCCO, CC(C)(C)C(=O)Nc1ccccc1B(O)O, COC(C)(C)C, [Na+], [Na+], O=C([O-])[O-], CC(=O)[O-], CC(=O)[O-], O, [Pd+2], c1ccc(P(c2ccccc2)c2ccccc2)cc1. The product is CCCCn1nc(C#N)c(-c2ccccc2NC(=O)C(C)(C)C)c1CC. As a reaction SMILES: [Br:1][c:2]1[c:3]([C:13]#[N:14])[n:4][n:5]([CH2:9][CH2:10][CH2:11][CH3:12])[c:6]1[CH2:7][CH3:8].[CH2:71]([OH:72])[CH2:73][CH3:74].[CH3:15][C:16]([C:17](=[O:18])[NH:19][c:20]1[c:21]([B:26]([OH:27])[OH:28])[cH:22][cH:23][cH:24][cH:25]1)([CH3:29])[CH3:30].[CH3:65][O:66][C:67]([CH3:68])([CH3:69])[CH3:70].[Na+:50].[Na+:51].[O-:52][C:53](=[O:54])[O-:55].[O-:57][C:58]([CH3:59])=[O:60].[O-:61][C:62]([CH3:63])=[O:64].[OH2:75].[Pd+2:56].[c:31]1([P:32]([c:33]2[cH:34][cH:35][cH:36][cH:37][cH:38]2)[c:39]2[cH:40][cH:41][cH:42][cH:43][cH:44]2)[cH:45][cH:46][cH:47][cH:48][cH:49]1>>[c:2]1(-[c:21]2[c:20]([NH:19][C:17]([C:16]([CH3:15])([CH3:29])[CH3:30])=[O:18])[cH:25][cH:24][cH:23][cH:22]2)[c:3]([C:13]#[N:14])[n:4][n:5]([CH2:9][CH2:10][CH2:11][CH3:12])[c:6]1[CH2:7][CH3:8].